This data is from the Open Reaction Database (ORD), a public repository of structured organic reaction records. The task is: describe an organic reaction: reactants, conditions, products, and yield Starting materials: C(C)(C)(C)OC(=O)N1CC(C1)OC=1C=C2N3C(C(NN=C3COC2=CC1C1CC1)=O)C (3-(7-cyclopropyl-4-methyl-3-oxo-2,3,4,10-tetrahydro-9-oxa-1,2,4a-triaza-phenanthren-6-yloxy)-azetidine-1-carboxylic acid tert-butyl ester), C(=O)(C(F)(F)F)O (TFA). Run in C(Cl)Cl (DCM). Reaction conditions: time 2 hour. The product is FC(C(=O)O)(F)F.N1CC(C1)OC=1C=C2N3C(C(NN=C3COC2=CC1C1CC1)=O)C (6-(azetidin-3-yloxy)-7-cyclopropyl-4-methyl-2,10-dihydro-9-oxa-1,2,4a-triaza-phenanthren-3-one trifluoroacetic acid). Yield: 90.0%. RXN SMILES: C(OC([N:8]1[CH2:11][CH:10]([O:12][C:13]2[CH:14]=[C:15]3[C:24](=[CH:25][C:26]=2[CH:27]2[CH2:29][CH2:28]2)[O:23][CH2:22][C:21]2[N:16]3[CH:17]([CH3:31])[C:18](=[O:30])[NH:19][N:20]=2)[CH2:9]1)=O)(C)(C)C.[C:32]([OH:38])([C:34]([F:37])([F:36])[F:35])=[O:33]>C(Cl)Cl>[F:35][C:34]([F:37])([F:36])[C:32]([OH:38])=[O:33].[NH:8]1[CH2:9][CH:10]([O:12][C:13]2[CH:14]=[C:15]3[C:24](=[CH:25][C:26]=2[CH:27]2[CH2:28][CH2:29]2)[O:23][CH2:22][C:21]2[N:16]3[CH:17]([CH3:31])[C:18](=[O:30])[NH:19][N:20]=2)[CH2:11]1 |f:3.4|. Procedure: To a solution of 3-(7-cyclopropyl-4-methyl-3-oxo-2,3,4,10-tetrahydro-9-oxa-1,2,4a-triaza-phenanthren-6-yloxy)-azetidine-1-carboxylic acid tert-butyl ester (0.029 g, 0.068 mmol) in DCM (2 mL) was added TFA (0.35 mL) dropwise and the mixture was stirred at ambient temperature for 2 h. The solvent was removed in vacuo to give 6-(azetidin-3-yloxy)-7-cyclopropyl-4-methyl-2,10-dihydro-9-oxa-1,2,4a-triaza-phenanthren-3-one trifluoroacetic acid as a white solid (0.020 g, 90%). LC/MS (Table 1, Method 5) ...